describe an organic reaction: reactants, conditions, products, and yield From a dataset of the Open Reaction Database (ORD), a public repository of structured organic reaction records. Starting materials: O=C1C(N2C(=O)c3ccccc3C2=O)C(CCl)N1Cc1ccccc1, CC(=O)O, [K+], [K+], O, O=P([O-])([O-])O. Yields the product O=C1NC(CCl)C1N1C(=O)c2ccccc2C1=O. Reaction SMILES: [CH2:1]([c:2]1[cH:3][cH:4][cH:5][cH:6][cH:7]1)[N:8]1[C:9](=[O:25])[CH:10]([N:14]2[C:15](=[O:24])[c:16]3[c:17]([cH:20][cH:21][cH:22][cH:23]3)[C:18]2=[O:19])[CH:11]1[CH2:12][Cl:13].[CH3:34][C:35](=[O:36])[OH:37].[K+:32].[K+:33].[OH2:26].[P:27]([OH:28])([O-:29])([O-:30])=[O:31]>>[NH:8]1[C:9](=[O:25])[CH:10]([N:14]2[C:15](=[O:24])[c:16]3[c:17]([cH:20][cH:21][cH:22][cH:23]3)[C:18]2=[O:19])[CH:11]1[CH2:12][Cl:13]. The reactants are C(C)(C)(C)NC(O)=O.COCC1(CC1)S(=O)(=O)N (1-methoxymethylcyclo-propylsulfonylamine tert-butylcarbamate), C(C(C)C)Br (iso-butyl bromide). Yields the product C(=C(C)C)C1(CC1)S(=O)(=O)N.C(C)(C)(C)NC([O-])=O (1-iso-butenylcyclopropanesulfonamide tert-butylcarbamate). RXN SMILES: [C:1]([NH:5][C:6](=[O:8])[OH:7])([CH3:4])([CH3:3])[CH3:2].COC[C:12]1([S:15]([NH2:18])(=[O:17])=[O:16])[CH2:14][CH2:13]1.C(Br)C(C)C>>[CH:2]([C:12]1([S:15]([NH2:18])(=[O:17])=[O:16])[CH2:14][CH2:13]1)=[C:1]([CH3:4])[CH3:3].[C:1]([NH:5][C:6](=[O:7])[O-:8])([CH3:4])([CH3:3])[CH3:2] |f:0.1,3.4|. Procedure: Step 44a) This compound, 1-(2-Methyl-allyl)-cyclopropanesulfonamide-tert-butylcarbamate, was obtained in 95% (1.18 g) from 1.0 g (4.52 mmol) of cyclopropanesulfonamide-tert-butylcarbamate according to the procedure described in the synthesis of 1-methoxymethylcyclo-propylsulfonylamine tert-butylcarbamate (Step 15IId) except 1.1 equivalents of iso-butyl bromide was used as electrophile: 1H NMR (CDCl3) □ ppm 0.93 (m, 2H), 1.49 (s, 9H), 1.73 (m, 2H), 1.78 (d, J=7.93 Hz, 3H), 2.58 (s, 2H), 4.87 (m, ... The reactants are C(C#C)NC(=O)C1=CC2=C(N(C(=N2)CC=2N(N=CC2)C2=C(C=CC(=C2)F)F)CC)C=C1 (N-propargyl 1-ethyl-2-{[2-(2,5-difluorophenyl)-pyrazol-3-yl]methyl}-1H-benzimidazole-5-carboxamide). Reagents/catalysts: C(C)(=O)[O-].[Hg+2].C(C)(=O)[O-] (mercury(II) acetate). Run in C(C)(=O)O (acetic acid). The product is C(C)N1C(=NC2=C1C=CC(=C2)C=2OC(=CN2)C)CC=2N(N=CC2)C2=C(C=CC(=C2)F)F (1-ethyl-2-{[2-(2,5-difluorophenyl)-pyrazol-3-yl]methyl}-5-(5-methyl-oxazol-2-yl)-1H-benzimidazole). Reaction SMILES: [CH2:1]([NH:4][C:5]([C:7]1[CH:31]=[CH:30][C:10]2[N:11]([CH2:28][CH3:29])[C:12]([CH2:14][C:15]3[N:16]([C:20]4[CH:25]=[C:24]([F:26])[CH:23]=[CH:22][C:21]=4[F:27])[N:17]=[CH:18][CH:19]=3)=[N:13][C:9]=2[CH:8]=1)=[O:6])[C:2]#[CH:3]>C(O)(=O)C.C([O-])(=O)C.[Hg+2].C([O-])(=O)C>[CH2:28]([N:11]1[C:10]2[CH:30]=[CH:31][C:7]([C:5]3[O:6][C:2]([CH3:3])=[CH:1][N:4]=3)=[CH:8][C:9]=2[N:13]=[C:12]1[CH2:14][C:15]1[N:16]([C:20]2[CH:25]=[C:24]([F:26])[CH:23]=[CH:22][C:21]=2[F:27])[N:17]=[CH:18][CH:19]=1)[CH3:29] |f:2.3.4|. Procedure: A mixture of crude N-propargyl 1-ethyl-2-{[2-(2,5-difluorophenyl)-pyrazol-3-yl]methyl}-1H-benzimidazole-5-carboxamide (450 mg) and mercury(II) acetate (1 eq) is heated at reflux in acetic acid (15 mL) for 6 h. The mixture is concentrated, saturated aqueous potassium carbonate added and extracted with ethyl acetate (3×). The combined organic layers were washed with water then with saturated aqueous sodium chloride, dried (MgSO4), concentrated, and triturated with ether to give 1-ethyl-2-{[2-(2,5-... Reactants: C(C)(C)(C)OC(=O)N1CCC=2C(=NNC2CC1)C1=CC=C(C=C1)Cl (3-(4-chloro-phenyl)-4,5,7,8-tetrahydro-1H-1,2,6-triaza-azulene-6-carboxylic acid tert-butyl ester), ClCCCC(=O)OC (methyl 4-chlorobutyrate), C(C)(C)(C)OC(=O)N1CCC2=C(N(N=C2CC1)CCCC(=O)OC)C1=CC=C(C=C1)Cl (3-(4-chloro-phenyl)-2-(3-methoxycarbonyl-propyl)-4,5,7,8-tetrahydro-2H-1,2,6-triaza-azulene-6-carboxylic acid tert-butyl ester). Product: COC(CCCN1N=C(C=2CCNCCC12)C1=CC=C(C=C1)Cl)=O (4-[3-(4-Chloro-phenyl)-5,6,7,8-tetrahydro-4H-1,2,6-triaza-azulen-1-yl]-butyric acid methyl ester). Reaction SMILES: C(OC([N:8]1[CH2:17][CH2:16][C:15]2[NH:14][N:13]=[C:12]([C:18]3[CH:23]=[CH:22][C:21]([Cl:24])=[CH:20][CH:19]=3)[C:11]=2[CH2:10][CH2:9]1)=O)(C)(C)C.Cl[CH2:26][CH2:27][CH2:28][C:29]([O:31][CH3:32])=[O:30].C(OC(N1CCC2C(=C(C3C=CC(Cl)=CC=3)N(CCCC(OC)=O)N=2)CC1)=O)(C)(C)C>>[CH3:32][O:31][C:29](=[O:30])[CH2:28][CH2:27][CH2:26][N:14]1[C:15]2[CH2:16][CH2:17][NH:8][CH2:9][CH2:10][C:11]=2[C:12]([C:18]2[CH:19]=[CH:20][C:21]([Cl:24])=[CH:22][CH:23]=2)=[N:13]1. Procedure details: The title compound (0.003 g) was prepared from 3-(4-chloro-phenyl)-4,5,7,8-tetrahydro-1H-1,2,6-triaza-azulene-6-carboxylic acid tert-butyl ester (Example 59, Step C, 0.1 g) using methyl 4-chlorobutyrate (0.8 mL) in place of benzyl chloride. The reaction sequence also yielded 3-(4-chloro-phenyl)-2-(3-methoxycarbonyl-propyl)-4,5,7,8-tetrahydro-2H-1,2,6-triaza-azulene-6-carboxylic acid tert-butyl ester in the alkylation step. MS (ESI): exact mass calculated for C18H22ClN3O2, 347.14. found, m/z 348....